Dataset: the Open Reaction Database (ORD), a public repository of structured organic reaction records. Task: describe an organic reaction: reactants, conditions, products, and yield Reactants: C#CCO, CCOP(=O)(O)OCC, [Cl-], [Na+], [OH-], O. Yields the product C#CCOP(=O)(OCC)OCC. Reaction SMILES: [CH2:13]([C:14]#[CH:15])[OH:16].[CH2:2]([CH3:3])[O:4][P:5]([O:6][CH2:7][CH3:8])([OH:9])=[O:10].[Cl-:1].[Na+:12].[OH-:11].[OH2:17]>>[CH2:2]([CH3:3])[O:4][P:5]([O:6][CH2:7][CH3:8])(=[O:9])[O:16][CH2:13][C:14]#[CH:15]. The reactants are C(C)(=O)NC=1SC(=C(N1)C)C=1N=C(SC1)C(=O)OCC (ethyl 2′-(acetylamino)-4′-methyl-4,5′-bi-1,3-thiazole-2-carboxylate), C(C)(=O)NC=1SC(=C(N1)C)C=1N=C(SC1)C(=O)OCC (Ethyl 2′-(acetylamino)-4′-methyl-4,5′-bi-1,3-thiazole-2-carboxylate). Run in C(C=C)N (allylamine). Run at temperature 80 celsius. Product: C(C)(=O)NC=1SC(=C(N1)C)C=1N=C(SC1)C(=O)NCC=C (2′-(Acetylamino)-N-allyl-4′-methyl-4,5′-bi-1,3-thiazole-2-carboxamide). RXN SMILES: [C:1]([NH:4][C:5]1[S:6][C:7]([C:11]2[N:12]=[C:13]([C:16]([O:18]CC)=O)[S:14][CH:15]=2)=[C:8]([CH3:10])[N:9]=1)(=[O:3])[CH3:2]>C(N)C=C>[C:1]([NH:4][C:5]1[S:6][C:7]([C:11]2[N:12]=[C:13]([C:16]([NH:9][CH2:8][CH:7]=[CH2:11])=[O:18])[S:14][CH:15]=2)=[C:8]([CH3:10])[N:9]=1)(=[O:3])[CH3:2]. Procedure details: In a microwave tube, ethyl 2′-(acetylamino)-4′-methyl-4,5′-bi-1,3-thiazole-2-carboxylate, Compound (1), (1.0 g, 3.21 mmol, 1 eq.) is dissolved in allylamine (Fluka)(6 ml). The reaction mixture is heated at 80° C. for 20 min under microwave irradiation. The reaction is complete, but some desacetylation is observed. The solvents are evaporated and the crude product is recrystallized in MeOH. Compound (2) is isolated as pale yellow solid (492.9 mg; 47%). 1H NMR (DMSO-d6, 300 MHz) δ 2.15 (s, 3H), 2....